From a dataset of the Open Reaction Database (ORD), a public repository of structured organic reaction records. describe an organic reaction: reactants, conditions, products, and yield Reactants: C(C)C=1C2=C(N(C1C(=O)O)COCC[Si](C)(C)C)C(CC2)=O.O=C2CCC1=C2NC(=C1)C(=O)OCC (ethyl 6-oxo-1,4,5,6-tetrahydrocyclopenta[b]pyrrole-2-carboxylate (ethyl 6-oxo-1-((2-(trimethylsilyl)ethoxy)methyl)-1,4,5,6-tetrahydrocyclopenta[b]pyrrole-2-carboxylate)), C[Mg]Br (methylmagnesium bromide). Product: CC1CCC2=C1NC(=C2)C(=O)OCC (ethyl 6-methyl-1,4,5,6-tetrahydrocyclopenta[b]pyrrole-2-carboxylate), CC1=CCC2=C1N(C(=C2)C(=O)OCC)COCC[Si](C)(C)C (ethyl 6-methyl-1-((2-(trimethylsilyl)ethoxy)methyl)-1,4-dihydrocyclopenta[b]pyrrole-2-carboxylate). As a reaction SMILES: [CH2:1]([C:3]1[C:4]2[CH2:21][CH2:20][C:19](=O)[C:5]=2[N:6]([CH2:11][O:12][CH2:13][CH2:14][Si:15]([CH3:18])([CH3:17])[CH3:16])[C:7]=1[C:8]([OH:10])=[O:9])C.O=[C:24]1[C:28]2[NH:29][C:30]([C:32]([O:34][CH2:35][CH3:36])=[O:33])=[CH:31][C:27]=2[CH2:26][CH2:25]1.[CH3:37][Mg]Br>>[CH3:1][CH:24]1[C:28]2[NH:29][C:30]([C:32]([O:34][CH2:35][CH3:36])=[O:33])=[CH:31][C:27]=2[CH2:26][CH2:25]1.[CH3:37][C:19]1[C:5]2[N:6]([CH2:11][O:12][CH2:13][CH2:14][Si:15]([CH3:18])([CH3:16])[CH3:17])[C:7]([C:8]([O:10][CH2:24][CH3:25])=[O:9])=[CH:3][C:4]=2[CH2:21][CH:20]=1 |f:0.1|. Procedure details: The title compound was synthesized from SEM-protected ethyl 6-oxo-1,4,5,6-tetrahydrocyclopenta[b]pyrrole-2-carboxylate (ethyl 6-oxo-1-((2-(trimethylsilyl)ethoxy)methyl)-1,4,5,6-tetrahydrocyclopenta[b]pyrrole-2-carboxylate) (0.5 g, 2.79 mmol) and methylmagnesium bromide (4.85 mL, 6.8 mmol, 1.4 M in toluene, 2.2 equiv) according to General Procedure 3 to give ethyl 6-methyl-1-((2-(trimethylsilyl)ethoxy)methyl)-1,4-dihydrocyclopenta[b]pyrrole-2-carboxylate. The ethyl 6-methyl-1-((2-(trimethylsilyl)... The reactants are COC1=C(C=CC=2SC=3NCCCC3N2)C=CC=C1OC (2-(2,3-Dimethoxystyryl)-4,5,6,7-tetrahydrothiazolo[5,4-b]pyridine), Cl (hydrochloric acid). Reported procedure: 2-(2,3-Dimethoxystyryl)-4,5,6,7-tetrahydrothiazolo[5,4-b]pyridine was neutralized with hydrochloric acid and recrystallized from ethanol-diethyl ether to obtain the title compound (yield: 92.7%). Reaction SMILES: [CH3:1][O:2][C:3]1[C:19]([O:20][CH3:21])=[CH:18][CH:17]=[CH:16][C:4]=1[CH:5]=[CH:6][C:7]1[S:8][C:9]2[NH:10][CH2:11][CH2:12][CH2:13][C:14]=2[N:15]=1.[ClH:22]>>[ClH:22].[ClH:22].[CH3:1][O:2][C:3]1[C:19]([O:20][CH3:21])=[CH:18][CH:17]=[CH:16][C:4]=1[CH:5]=[CH:6][C:7]1[S:8][C:9]2[NH:10][CH2:11][CH2:12][CH2:13][C:14]=2[N:15]=1 |f:2.3.4|. Yield: 92.7%. Yields the product Cl.Cl.COC1=C(C=CC=2SC=3NCCCC3N2)C=CC=C1OC (2-(2,3-Dimethoxystyryl)-4,5,6,7-tetrahydrothiazolo[5,4-b]pyridine dihydrochloride). Reactants: CC(C)(C)OC(=O)N1CC2CN(c3ccc4oc5ccccc5c(=O)c4c3)CC2C1, ClCCl, O=C(O)C(F)(F)F. Yields the product O=c1c2ccccc2oc2ccc(N3CC4CNCC4C3)cc12. As a reaction SMILES: [C:1]([O:2][C:3]([CH3:4])([CH3:5])[CH3:6])(=[O:7])[N:8]1[CH2:9][CH:10]2[CH2:11][N:12]([c:16]3[cH:17][c:18]4[c:19](=[O:30])[c:20]5[cH:21][cH:22][cH:23][cH:24][c:25]5[o:26][c:27]4[cH:28][cH:29]3)[CH2:13][CH:14]2[CH2:15]1.[Cl:38][CH2:39][Cl:40].[OH:31][C:32]([C:33]([F:34])([F:35])[F:36])=[O:37]>>[NH:8]1[CH2:9][CH:10]2[CH2:11][N:12]([c:16]3[cH:17][c:18]4[c:19](=[O:30])[c:20]5[cH:21][cH:22][cH:23][cH:24][c:25]5[o:26][c:27]4[cH:28][cH:29]3)[CH2:13][CH:14]2[CH2:15]1. The reactants are COC(C1=CC(=CC(=C1)OCCCOC1=CC=C(C=C1)OCC1=CC=CC=C1)O)=O (3-hydroxy-5-[3-[4-(phenylmethoxy)phenoxy]propoxy]benzoic acid methyl ester), BrCCCCCCCCCCCCCC (1-bromotetradecane), C([O-])([O-])=O.[K+].[K+] (potassium carbonate). Run in CN(C)C=O (DMF). Yields the product COC(C1=CC(=CC(=C1)OCCCCCCCCCCCCCC)OCCCOC1=CC=C(C=C1)OCC1=CC=CC=C1)=O (3-[3-[4-(phenylmethoxy)phenoxy]propoxy]-5-(tetradecyloxy)benzoic acid methyl ester). The yield is 92.5%. As a reaction SMILES: [CH3:1][O:2][C:3](=[O:30])[C:4]1[CH:9]=[C:8]([O:10][CH2:11][CH2:12][CH2:13][O:14][C:15]2[CH:20]=[CH:19][C:18]([O:21][CH2:22][C:23]3[CH:28]=[CH:27][CH:26]=[CH:25][CH:24]=3)=[CH:17][CH:16]=2)[CH:7]=[C:6]([OH:29])[CH:5]=1.Br[CH2:32][CH2:33][CH2:34][CH2:35][CH2:36][CH2:37][CH2:38][CH2:39][CH2:40][CH2:41][CH2:42][CH2:43][CH2:44][CH3:45].C(=O)([O-])[O-].[K+].[K+]>CN(C=O)C>[CH3:1][O:2][C:3](=[O:30])[C:4]1[CH:5]=[C:6]([O:29][CH2:45][CH2:44][CH2:43][CH2:42][CH2:41][CH2:40][CH2:39][CH2:38][CH2:37][CH2:36][CH2:35][CH2:34][CH2:33][CH3:32])[CH:7]=[C:8]([O:10][CH2:11][CH2:12][CH2:13][O:14][C:15]2[CH:20]=[CH:19][C:18]([O:21][CH2:22][C:23]3[CH:28]=[CH:27][CH:26]=[CH:25][CH:24]=3)=[CH:17][CH:16]=2)[CH:9]=1 |f:2.3.4|. Procedure: A mixture of 1.0 g (2.45 mmol) of 3-hydroxy-5-[3-[4-(phenylmethoxy)phenoxy]propoxy]benzoic acid methyl ester, 0.73 ml (2.69 mmol) of 1-bromotetradecane and 0.7 g (4.9 mmol) of potassium carbonate in 20 ml of anhydrous DMF was stirred and heated at 80° for 22 hours. The usual workup followed by chromatography on 30 g of silica gel using 10% ethyl acetate-hexane, trituration of the combined pure fractions with methanol and filtration gave 1.37 g (93% yield, mp 69°-70°) of 3-[3-[4-(phenylmethoxy)ph... Starting materials: C1(=CC=CC=C1)S(=O)(=O)Cl (benzenesulfonyl chloride), C1(=CC=CC=C1)S(=O)(=O)CCC(C(=O)O)C(CCCCC1=CC=CC=C1)O ((-)-2-(2-benzenesulfonylethyl)-3-hydroxy-7-phenylheptanoic acid), crude product. The solvent is N1=CC=CC=C1 (pyridine). Run at temperature -20 celsius, time 16 hour. Product: C1(=CC=CC=C1)S(=O)(=O)CCC1C(OC1CCCCC1=CC=CC=C1)=O ((-)-3-(2-benzenesulfonyl-ethyl)-4-(4-phenylbutyl)-oxetan-2-one). The yield is 112.2%. RXN SMILES: [C:1]1([S:7]([CH2:10][CH2:11][CH:12]([CH:16]([OH:27])[CH2:17][CH2:18][CH2:19][CH2:20][C:21]2[CH:26]=[CH:25][CH:24]=[CH:23][CH:22]=2)[C:13]([OH:15])=O)(=[O:9])=[O:8])[CH:6]=[CH:5][CH:4]=[CH:3][CH:2]=1.C1(S(Cl)(=O)=O)C=CC=CC=1>N1C=CC=CC=1>[C:1]1([S:7]([CH2:10][CH2:11][CH:12]2[CH:16]([CH2:17][CH2:18][CH2:19][CH2:20][C:21]3[CH:26]=[CH:25][CH:24]=[CH:23][CH:22]=3)[O:27][C:13]2=[O:15])(=[O:9])=[O:8])[CH:2]=[CH:3][CH:4]=[CH:5][CH:6]=1. Reported procedure: To a solution containing (-)-2-(2-benzenesulfonylethyl)-3-hydroxy-7-phenylheptanoic acid (1 g, 2.56 mmol) in anhydrous pyridine (17 mL) under nitrogen atmosphere at 0° C. is added freshly distilled benzenesulfonyl chloride (0.89 g, 5.13 mmol) via syringe. The resulting dark yellow/orange-colored solution is cooled to -20° C. After 16 hours, the mixture is partitioned between ice/water (100 mL) and ethyl acetate (50 mL) and the layers are separated. The aqueous phase is extracted with ethyl aceta...